The task is: describe an organic reaction: reactants, conditions, products, and yield. This data is from the Open Reaction Database (ORD), a public repository of structured organic reaction records. Isolated yield 73.6%. Run in O1CCCC1 (tetrahydrofuran). Yields the product ClC1=C(C(=O)NC=2C=CC=C3C(=C(C=NC23)C(C)O)OC)C(=CC=C1)Cl (8-(2,6-dichlorobenzoylamino)-3-(1-hydroxyethyl)-4-methoxyquinoline). The reactants are C(C)(=O)C=1C=NC2=C(C=CC=C2C1OC)NC(C1=C(C=CC=C1Cl)Cl)=O (3-acetyl-8-(2,6-dichlorobenzoylamino)-4-methoxyquinoline), [BH4-].[Na+] (sodium borohydride), O (water). Reaction SMILES: [C:1]([C:4]1[CH:5]=[N:6][C:7]2[C:12]([C:13]=1[O:14][CH3:15])=[CH:11][CH:10]=[CH:9][C:8]=2[NH:16][C:17](=[O:26])[C:18]1[C:23]([Cl:24])=[CH:22][CH:21]=[CH:20][C:19]=1[Cl:25])(=[O:3])[CH3:2].[BH4-].[Na+].O>O1CCCC1>[Cl:25][C:19]1[CH:20]=[CH:21][CH:22]=[C:23]([Cl:24])[C:18]=1[C:17]([NH:16][C:8]1[CH:9]=[CH:10][CH:11]=[C:12]2[C:7]=1[N:6]=[CH:5][C:4]([CH:1]([OH:3])[CH3:2])=[C:13]2[O:14][CH3:15])=[O:26] |f:1.2|. Reaction conditions: time 30 minute. Procedure: To a solution of 3-acetyl-8-(2,6-dichlorobenzoylamino)-4-methoxyquinoline (115 mg) in tetrahydrofuran was added sodium borohydride (16.8 mg) at 0° C., and the mixture was stirred for 30 minutes at the same temperature. The mixture was poured into water and extracted with ethyl acetate. The organic layer was washed with brine, dried over magnesium sulfate and evaporated in vacuo to give 8-(2,6-dichlorobenzoylamino)-3-(1-hydroxyethyl)-4-methoxyquinoline (85.1 mg).